This data is from the Open Reaction Database (ORD), a public repository of structured organic reaction records. The task is: describe an organic reaction: reactants, conditions, products, and yield Starting materials: CN1NN=CN1CCCCC1=CC=C(C=C1)OCC1=NC2=CC=CC=C2C=C1 (3-methyl-4-(4-(4-(2-quinolinylmethyloxy)phenyl)butyl)tetrazole), ice water, CC(CCC#N)CC1=CC=C(C=C1)OCC1=CC=C(C=C1)OCC1=NC2=CC=CC=C2C=C1 (4-methyl-5-(4-(4-(2-quinolinylmethyloxy)benzyloxy)phenyl) valeronitrile), [Na] (sodium), [Cl-].[NH4+] (ammonium chloride). The solvent is C(Cl)(Cl)Cl (chloroform), CN(C=O)C (dimethylformamide). Reaction conditions: temperature 135 celsius. Product: CC(CCC1=NN=NN1)CC1=CC=C(C=C1)OCC1=CC=C(C=C1)OCC1=NC2=CC=CC=C2C=C1 (5-(3-methyl-4-(4-(4-(2-quinolinylmethyloxy)benzyloxy)-phenyl)butyl)tetrazole). Reaction SMILES: C[N:2]1[N:6](CCCCC2C=CC(OCC3C=CC4C(=CC=CC=4)N=3)=CC=2)C=N[NH:3]1.[CH3:29][CH:30]([CH2:35][C:36]1[CH:41]=[CH:40][C:39]([O:42][CH2:43][C:44]2[CH:49]=[CH:48][C:47]([O:50][CH2:51][C:52]3[CH:61]=[CH:60][C:59]4[C:54](=[CH:55][CH:56]=[CH:57][CH:58]=4)[N:53]=3)=[CH:46][CH:45]=2)=[CH:38][CH:37]=1)[CH2:31][CH2:32][C:33]#[N:34].[Na].[Cl-].[NH4+]>CN(C)C=O.C(Cl)(Cl)Cl>[CH3:29][CH:30]([CH2:35][C:36]1[CH:37]=[CH:38][C:39]([O:42][CH2:43][C:44]2[CH:49]=[CH:48][C:47]([O:50][CH2:51][C:52]3[CH:61]=[CH:60][C:59]4[C:54](=[CH:55][CH:56]=[CH:57][CH:58]=4)[N:53]=3)=[CH:46][CH:45]=2)=[CH:40][CH:41]=1)[CH2:31][CH2:32][C:33]1[NH:6][N:2]=[N:3][N:34]=1 |f:3.4,^1:61|. Procedure details: 5-(3-methyl-4-(4-(4-(2-quinolinylmethyloxy)phenyl)butyl)tetrazole. A mixture of 4-methyl-5-(4-(4-(2-quinolinylmethyloxy)benzyloxy)phenyl) valeronitrile (1.5 g.), sodium aside (3 g), ammonium chloride (1.9 g) in dimethylformamide (20 ml) is stirred and heated at 135° C. for 18 hours. After cooling, the reaction mixture is poured into ice water and the insoluble material is taken up by chloroform. The residue from the evaporation of chloroform is purified by silica gel dry column (5% methanol in c...